This data is from the Open Reaction Database (ORD), a public repository of structured organic reaction records. The task is: describe an organic reaction: reactants, conditions, products, and yield Procedure details: 60 mg (0.5 mmol) of meta-methylbenzaldehyde were reacted at pH 3.25 with 475 μl of 4.2M aqueous HCN solution and 500 μl of oxynitrilase solution in accordance with Example 14. The reaction was complete after about 45 minutes. The work-up was carried out analogously to Example 1 to give (S)-3-methylmandelonitrile. As a reaction SMILES: [CH3:1][C:2]1[CH:3]=[C:4]([CH:7]=[CH:8][CH:9]=1)[CH:5]=[O:6].[CH:10]#[N:11]>>[CH3:1][C:2]1[CH:3]=[C:4]([CH:7]=[CH:8][CH:9]=1)[C@H:5]([OH:6])[C:10]#[N:11]. Reaction conditions: time 45 minute. Product: CC=1C=C([C@@H](C#N)O)C=CC1 ((S)-3-methylmandelonitrile). The reactants are CC=1C=C(C=O)C=CC1 (meta-methylbenzaldehyde), C#N (HCN).